describe an organic reaction: reactants, conditions, products, and yield From a dataset of the Open Reaction Database (ORD), a public repository of structured organic reaction records. The reactants are BrC=1C=C2C=CC(=CC2=CC1)C(=O)OC (methyl 6-bromo-2-naphthoate), CC1(OB(OC1(C)C)C1=CC=C(C=C1)O)C (4-(4,4,5,5-tetramethyl-1,3,2-dioxaborolan-2-yl)phenol), C(=O)([O-])[O-].[Na+].[Na+] (Na2CO3). The reagents and catalysts are C1=CC=C(C=C1)P([C-]2C=CC=C2)C3=CC=CC=C3.C1=CC=C(C=C1)P([C-]2C=CC=C2)C3=CC=CC=C3.Cl[Pd]Cl.[Fe+2] ([1,1′-bis(diphenylphosphino)ferrocene]dichloropalladium). Solvent: C(OC)COC (dimethoxyethane), CCOC(=O)C (EtOAc). Conditions: temperature 70 celsius, time 20 minute. Product: OC1=CC=C(C=C1)C=1C=C2C=CC(=CC2=CC1)C(=O)OC (methyl 6-(4-hydroxyphenyl)-2-naphthoate). Reaction SMILES: Br[C:2]1[CH:3]=[C:4]2[C:9](=[CH:10][CH:11]=1)[CH:8]=[C:7]([C:12]([O:14][CH3:15])=[O:13])[CH:6]=[CH:5]2.CC1(C)C(C)(C)OB([C:24]2[CH:29]=[CH:28][C:27]([OH:30])=[CH:26][CH:25]=2)O1.C([O-])([O-])=O.[Na+].[Na+]>C(COC)OC.CCOC(C)=O.C1C=CC(P(C2C=CC=CC=2)[C-]2C=CC=C2)=CC=1.C1C=CC(P(C2C=CC=CC=2)[C-]2C=CC=C2)=CC=1.Cl[Pd]Cl.[Fe+2]>[OH:30][C:27]1[CH:28]=[CH:29][C:24]([C:2]2[CH:3]=[C:4]3[C:9](=[CH:10][CH:11]=2)[CH:8]=[C:7]([C:12]([O:14][CH3:15])=[O:13])[CH:6]=[CH:5]3)=[CH:25][CH:26]=1 |f:2.3.4,7.8.9.10|. Procedure: To a solution of methyl 6-bromo-2-naphthoate (150 mg, 0.57 mmol), 4-(4,4,5,5-tetramethyl-1,3,2-dioxaborolan-2-yl)phenol (150 mg, 0.68 mmol), and 2.0 M Na2CO3 (1.10 mL, aq) in dimethoxyethane (5 mL) was added [1,1′-bis(diphenylphosphino)ferrocene]dichloropalladium (14 mg, 0.02 mmol) and the mixture stirred at 70° C. for 20 min. The mixture was diluted with 25 mL of EtOAc then filtered through a plug of Celite and silica gel. The filtrate was washed with H2O, then brine, dried over Na2SO4, then co... The reactants are C(C)OC(=O)CCCCCC1=CC=CC=2N1C=NC2 (5-(5-ethoxycarbonylpentyl)imidazo[1,5-a]pyridine), C(C)O (ethanol). The solvent is [OH-].[Na+] (sodium hydroxide). Conditions: time 45 minute. Yields the product C(=O)(O)CCCCCC1=CC=CC=2N1C=NC2 (5-(5-carboxypentyl)-imidazo[1,5-a]pyridine). Reaction SMILES: C([O:3][C:4]([CH2:6][CH2:7][CH2:8][CH2:9][CH2:10][C:11]1[N:16]2[CH:17]=[N:18][CH:19]=[C:15]2[CH:14]=[CH:13][CH:12]=1)=[O:5])C.C(O)C>[OH-].[Na+]>[C:4]([CH2:6][CH2:7][CH2:8][CH2:9][CH2:10][C:11]1[N:16]2[CH:17]=[N:18][CH:19]=[C:15]2[CH:14]=[CH:13][CH:12]=1)([OH:5])=[O:3] |f:2.3|. Procedure details: A suspension of 26 g of 5-(5-ethoxycarbonylpentyl)imidazo[1,5-a]pyridine in 100 ml of 1N aqueous sodium hydroxide solution is heated on a steam bath for two hours; 10 ml of ethanol is added and heating is continued for 45 minutes. The reaction mixture is cooled, washed with 300 ml of ether and the solution is adjusted to pH 5.5 with concentrated hydrochloric acid. The crystallized product is collected to yield 5-(5-carboxypentyl)-imidazo[1,5-a]pyridine melting at 144°-147°. Starting materials: Cc1cccc(Nc2ccc(C(=O)c3cc([N+](=O)[O-])ccc3C)c(Cl)c2)c1, Cc1ccc(N)cc1C(=O)c1ccc(Nc2ccc(C(F)(F)F)cc2)cc1Cl. The product is Cc1cccc(Nc2ccc(C(=O)c3cc(N)ccc3C)c(Cl)c2)c1. Reaction SMILES: [Cl:29][c:30]1[c:31]([C:44](=[O:45])[c:46]2[c:47]([CH3:55])[cH:48][cH:49][c:50]([N+:52]([O-:53])=[O:54])[cH:51]2)[cH:32][cH:33][c:34]([NH:36][c:37]2[cH:38][c:39]([CH3:43])[cH:40][cH:41][cH:42]2)[cH:35]1.[NH2:1][c:2]1[cH:3][cH:4][c:5]([CH3:6])[c:7]([C:8]([c:9]2[cH:10][cH:11][c:12]([NH:13][c:14]3[cH:15][cH:16][c:17]([C:18]([F:19])([F:20])[F:21])[cH:22][cH:23]3)[cH:24][c:25]2[Cl:26])=[O:27])[cH:28]1>>[Cl:29][c:30]1[c:31]([C:44](=[O:45])[c:46]2[c:47]([CH3:55])[cH:48][cH:49][c:50]([NH2:52])[cH:51]2)[cH:32][cH:33][c:34]([NH:36][c:37]2[cH:38][c:39]([CH3:43])[cH:40][cH:41][cH:42]2)[cH:35]1. Starting materials: CC(=O)Oc1cccc2c1ccn2-c1ccc(NC(=O)Nc2ccc(Cl)c(C(F)(F)F)c2)cc1, Cl, [Na+], C1CCOC1, [OH-]. The product is O=C(Nc1ccc(-n2ccc3c(O)cccc32)cc1)Nc1ccc(Cl)c(C(F)(F)F)c1. As a reaction SMILES: [Cl:1][c:2]1[c:3]([C:31]([F:32])([F:33])[F:34])[cH:4][c:5]([NH:8][C:9]([NH:10][c:11]2[cH:12][cH:13][c:14](-[n:17]3[cH:18][cH:19][c:20]4[c:21]([O:26][C:27](=[O:28])[CH3:29])[cH:22][cH:23][cH:24][c:25]34)[cH:15][cH:16]2)=[O:30])[cH:6][cH:7]1.[ClH:37].[Na+:36].[O:38]1[CH2:39][CH2:40][CH2:41][CH2:42]1.[OH-:35]>>[Cl:1][c:2]1[c:3]([C:31]([F:32])([F:33])[F:34])[cH:4][c:5]([NH:8][C:9]([NH:10][c:11]2[cH:12][cH:13][c:14](-[n:17]3[cH:18][cH:19][c:20]4[c:21]([OH:26])[cH:22][cH:23][cH:24][c:25]34)[cH:15][cH:16]2)=[O:30])[cH:6][cH:7]1. Starting materials: Cl.COC([C@@H](NC([C@H](NC)CC1=CC=CC=C1)=O)CC1=CNC2=CC=CC=C12)=O (N-methyl-(D)-phenylalanyl-(L)-tryptophan methyl ester hydrochloride), COC1=CC=C(C(=O)O)C=C1 (4-methoxybenzoic acid), methyl ester. Yields the product COC1=CC=C(C(=O)N([C@H](CC2=CC=CC=C2)C(=O)N[C@@H](CC2=CNC3=CC=CC=C23)C(=O)O)C)C=C1 (N-(4-methoxybenzoyl)-N-methyl-(D)-phenylalanyl-(L)-tryptophan). RXN SMILES: Cl.C[O:3][C:4](=[O:29])[C@H:5]([CH2:19][C:20]1[C:28]2[C:23](=[CH:24][CH:25]=[CH:26][CH:27]=2)[NH:22][CH:21]=1)[NH:6][C:7](=[O:18])[C@@H:8]([CH2:11][C:12]1[CH:17]=[CH:16][CH:15]=[CH:14][CH:13]=1)[NH:9][CH3:10].[CH3:30][O:31][C:32]1[CH:40]=[CH:39][C:35]([C:36]([OH:38])=O)=[CH:34][CH:33]=1>>[CH3:30][O:31][C:32]1[CH:33]=[CH:34][C:35]([C:36]([N:9]([CH3:10])[C@@H:8]([C:7]([NH:6][C@H:5]([C:4]([OH:29])=[O:3])[CH2:19][C:20]2[C:28]3[C:23](=[CH:24][CH:25]=[CH:26][CH:27]=3)[NH:22][CH:21]=2)=[O:18])[CH2:11][C:12]2[CH:13]=[CH:14][CH:15]=[CH:16][CH:17]=2)=[O:38])=[CH:39][CH:40]=1 |f:0.1|. Procedure details: Coupling of N-methyl-(D)-phenylalanyl-(L)-tryptophan methyl ester hydrochloride (see example 1) with 4-methoxybenzoic acid according to example 12 followed by hydrolysis of the methyl ester moiety according to example 1 gives N-(4-methoxybenzoyl)-N-methyl-(D)-phenylalanyl-(L)-tryptophan; FAB-MS m/e 500 (M+H)+. The reactants are ClCCC(O)C1=CC=C(C=C1)F (3-chloro-1-(4-fluorophenyl)propanol), FC1=CC=C(OCC2OC=CCC2)C=C1 (2-(4-fluorophenoxymethyl)-3,4-dihydro-2H-pyran). Reagents/catalysts: C(C)N(CC)CC (triethylamine), O=P(Cl)(Cl)Cl (phosphorus oxytrichloride). The solvent is C(C)OCC (diethyl ether). Run at time 2 day. Product: FC1=CC=C(OC[C@H]2CCC[C@@H](O2)OC(CCCl)C2=CC=C(C=C2)F)C=C1 (Trans-6-(4-fluorophenoxymethyl)-2-[3-chloro-1-(4-fluorophenyl)propoxy]tetrahydropyran). Yield: 55.2%. Reaction SMILES: [Cl:1][CH2:2][CH2:3][CH:4]([C:6]1[CH:11]=[CH:10][C:9]([F:12])=[CH:8][CH:7]=1)[OH:5].[F:13][C:14]1[CH:27]=[CH:26][C:17]([O:18][CH2:19][CH:20]2[CH2:25][CH2:24][CH:23]=[CH:22][O:21]2)=[CH:16][CH:15]=1>O=P(Cl)(Cl)Cl.C(OCC)C.C(N(CC)CC)C>[F:13][C:14]1[CH:15]=[CH:16][C:17]([O:18][CH2:19][C@@H:20]2[O:21][C@@H:22]([O:5][CH:4]([C:6]3[CH:7]=[CH:8][C:9]([F:12])=[CH:10][CH:11]=3)[CH2:3][CH2:2][Cl:1])[CH2:23][CH2:24][CH2:25]2)=[CH:26][CH:27]=1. Procedure details: One drop of phosphorus oxytrichloride was added to a solution of 222 mg of 3-chloro-1-(4-fluorophenyl)propanol and 233 mg of 2-(4-fluorophenoxymethyl)-3,4-dihydro-2H-pyran in 5 ml of diethyl ether, and the mixture was stirred at room temperature for 2 days. At the end of this time, 2 drops of triethylamine were added, the solvent was evaporated off and the residue was purified by column chromatography through silica gel, to give 245 mg of the title compound.